From a dataset of the Open Reaction Database (ORD), a public repository of structured organic reaction records. describe an organic reaction: reactants, conditions, products, and yield Starting materials: [BH4-].[Na+] (sodium borohydride), [BH4-].[Na+] (sodium borohydride), ON=C(CCC1C(CN(CC1)CCSC=1SC=CC1)CC(=O)OC)C1=C(C=NC2=CC=C(C=C12)OC)F (methyl (3RS,4RS)-4-[3-hydroxyimino-3-(3-fluoro-6-methoxyquinolin-4-yl)propyl]-1-[2-(2-thienylthio)ethyl]piperidine-3-acetate). Reagents/catalysts: [Mo](=O)(=O)=O (molybdenum trioxide), [Mo](=O)(=O)=O (molybdenum trioxide). Run in CO (methanol). Reaction conditions: temperature -5 celsius. Product: NC(CCC1C(CN(CC1)CCSC=1SC=CC1)CC(=O)OC)C1=C(C=NC2=CC=C(C=C12)OC)F (methyl (3RS,4RS)-4-[3-(R,S)amino-3-(3-fluoro-6-methoxyquinolin-4-yl)propyl]-1-[2-(2-thienylthio)ethyl]piperidine-3-acetate). The yield is 37.2%. RXN SMILES: [BH4-].[Na+].O[N:4]=[C:5]([C:27]1[C:36]2[C:31](=[CH:32][CH:33]=[C:34]([O:37][CH3:38])[CH:35]=2)[N:30]=[CH:29][C:28]=1[F:39])[CH2:6][CH2:7][CH:8]1[CH2:13][CH2:12][N:11]([CH2:14][CH2:15][S:16][C:17]2[S:18][CH:19]=[CH:20][CH:21]=2)[CH2:10][CH:9]1[CH2:22][C:23]([O:25][CH3:26])=[O:24]>CO.[Mo](=O)(=O)=O>[NH2:4][CH:5]([C:27]1[C:36]2[C:31](=[CH:32][CH:33]=[C:34]([O:37][CH3:38])[CH:35]=2)[N:30]=[CH:29][C:28]=1[F:39])[CH2:6][CH2:7][CH:8]1[CH2:13][CH2:12][N:11]([CH2:14][CH2:15][S:16][C:17]2[S:18][CH:19]=[CH:20][CH:21]=2)[CH2:10][CH:9]1[CH2:22][C:23]([O:25][CH3:26])=[O:24] |f:0.1|. Reported procedure: 0.695 g of sodium borohydride was added in several portions to a mixture of 0.98 g of methyl (3RS,4RS)-4-[3-hydroxyimino-3-(3-fluoro-6-methoxyquinolin-4-yl)propyl]-1-[2-(2-thienylthio)ethyl]piperidine-3-acetate in 50-cm3 of methanol cooled to the region of −5° C., with stirring and under inert atmosphere. The reaction was very exothermic and in the vicinity of 0° C., 0.365 g of molybdenum trioxide were added all at once. The reaction mixture was stirred in the region of 20° C. for 20 hours and t... Starting materials: CO, [Li+], [OH-], O, O, COC(=O)COc1cccc(CSc2nc(-c3ccccc3)c(-c3ccccc3)[nH]2)c1. Yields the product O=C(O)COc1cccc(CSc2nc(-c3ccccc3)c(-c3ccccc3)[nH]2)c1. As a reaction SMILES: [CH3:35][OH:36].[Li+:34].[OH-:33].[OH2:32].[OH2:37].[c:1]1(-[c:7]2[n:8][c:9]([S:18][CH2:19][c:20]3[cH:21][c:22]([O:23][CH2:24][C:25](=[O:26])[O:27][CH3:28])[cH:29][cH:30][cH:31]3)[nH:10][c:11]2-[c:12]2[cH:13][cH:14][cH:15][cH:16][cH:17]2)[cH:2][cH:3][cH:4][cH:5][cH:6]1>>[c:1]1(-[c:7]2[nH:8][c:9]([S:18][CH2:19][c:20]3[cH:21][c:22]([O:23][CH2:24][C:25](=[O:26])[OH:27])[cH:29][cH:30][cH:31]3)[n:10][c:11]2-[c:12]2[cH:13][cH:14][cH:15][cH:16][cH:17]2)[cH:2][cH:3][cH:4][cH:5][cH:6]1. The reactants are C(CCC)NC1=NC(=C2N=C(N(C2=N1)CC1CC(OCC1)(C)C)OC)N (N2-butyl-9-[(2,2-dimethyltetrahydro-2H-pyran-4-yl)methyl]-8-methoxy-9H-purine-2,6-diamine), Cl (HCl). Solvent: CO (MeOH), O1CCOCC1 (1,4-dioxane). Conditions: time 4 hour. Yields the product NC1=C2NC(N(C2=NC(=N1)NCCCC)CC1CC(OCC1)(C)C)=O (6-Amino-2-(butylamino)-9-[(2,2-dimethyltetrahydro-2H-pyran-4-yl)methyl]-7,9-dihydro-8H-purin-8-one). The yield is 52.7%. RXN SMILES: [CH2:1]([NH:5][C:6]1[N:14]=[C:13]2[C:9]([N:10]=[C:11]([O:24]C)[N:12]2[CH2:15][CH:16]2[CH2:21][CH2:20][O:19][C:18]([CH3:23])([CH3:22])[CH2:17]2)=[C:8]([NH2:26])[N:7]=1)[CH2:2][CH2:3][CH3:4].Cl>CO.O1CCOCC1>[NH2:26][C:8]1[N:7]=[C:6]([NH:5][CH2:1][CH2:2][CH2:3][CH3:4])[N:14]=[C:13]2[C:9]=1[NH:10][C:11](=[O:24])[N:12]2[CH2:15][CH:16]1[CH2:21][CH2:20][O:19][C:18]([CH3:23])([CH3:22])[CH2:17]1. Reported procedure: A solution of N2-butyl-9-[(2,2-dimethyltetrahydro-2H-pyran-4-yl)methyl]-8-methoxy-9H-purine-2,6-diamine (73 mg) in MeOH (2 mL) was treated with 4N HCl in 1,4-dioxane (1 mL) and was stirred for 4 h. The reaction was evaporated and the residue treated with water then basified with saturated sodium bicarbonate solution. The resulting solid was filtered, washed with water and dried. The solid was re-precipitated from ether/light petrol to give the title compound (37 mg). Starting materials: C(C)(=O)C1=C(C(=C(OCC(COC2=C(C3=C(C(C=C(O3)/C=C/C(=O)OCC)=O)C=C2)CCC)O)C=C1)CCC)O (trans-Ethyl 3-[7-[3-(4-acetyl-3-hydroxy-2-n-propyl phenoxy)-2-hydroxypropyloxy]-4-oxo-8-n-propyl-4H-1-benzopyran-2-yl]acrylate). Reagents/catalysts: [Pd] (palladium-charcoal). Solvent: O1CCOCC1 (dioxan). Product: C(C)(=O)C1=C(C(=C(OCC(COC2=C(C3=C(C(C=C(O3)CCC(=O)OCC)=O)C=C2)CCC)O)C=C1)CCC)O (ethyl 3-[7-[3-(4-acetyl-3-hydroxy-2-n-propylphenoxy)-2-hydroxypropyloxy]-4-oxo-8-n-propyl-4H-1-benzopyran-2-yl]propionate). Yield: 65.6%. RXN SMILES: [C:1]([C:4]1[CH:36]=[CH:35][C:7]([O:8][CH2:9][CH:10]([OH:34])[CH2:11][O:12][C:13]2[CH:30]=[CH:29][C:16]3[C:17](=[O:28])[CH:18]=[C:19](/[CH:21]=[CH:22]/[C:23]([O:25][CH2:26][CH3:27])=[O:24])[O:20][C:15]=3[C:14]=2[CH2:31][CH2:32][CH3:33])=[C:6]([CH2:37][CH2:38][CH3:39])[C:5]=1[OH:40])(=[O:3])[CH3:2]>O1CCOCC1.[Pd]>[C:1]([C:4]1[CH:36]=[CH:35][C:7]([O:8][CH2:9][CH:10]([OH:34])[CH2:11][O:12][C:13]2[CH:30]=[CH:29][C:16]3[C:17](=[O:28])[CH:18]=[C:19]([CH2:21][CH2:22][C:23]([O:25][CH2:26][CH3:27])=[O:24])[O:20][C:15]=3[C:14]=2[CH2:31][CH2:32][CH3:33])=[C:6]([CH2:37][CH2:38][CH3:39])[C:5]=1[OH:40])(=[O:3])[CH3:2]. Procedure details: trans-Ethyl 3-[7-[3-(4-acetyl-3-hydroxy-2-n-propyl phenoxy)-2-hydroxypropyloxy]-4-oxo-8-n-propyl-4H-1-benzopyran-2-yl]acrylate (1.2 g) in dioxan was hydrogenated, over a palladium-charcoal catalyst, at atmospheric pressure and ambient temperature. The catalyst was removed by filtration and the concentrated filtrate chromatographed over silica-gel (60 g). Elution with ether afforded a white solid which was crystallised from etherpetrol (40°-60°) to yield ethyl 3-[7-[3-(4-acetyl-3-hydroxy-2-n-prop... Reactants: CCCCO, Cc1ccc([N+](=O)[O-])cc1N, CCN(C(C)C)C(C)C, Clc1cc(Cl)ncn1. The product is Cc1ccc([N+](=O)[O-])cc1Nc1cc(Cl)ncn1. As a reaction SMILES: [CH2:29]([OH:30])[CH2:31][CH2:32][CH3:33].[CH3:9][c:10]1[c:11]([NH2:12])[cH:13][c:14]([N+:17](=[O:18])[O-:19])[cH:15][cH:16]1.[CH:20]([N:21]([CH:22]([CH3:23])[CH3:24])[CH2:25][CH3:26])([CH3:27])[CH3:28].[Cl:1][c:2]1[n:3][cH:4][n:5][c:6]([Cl:8])[cH:7]1>>[c:2]1([NH:12][c:11]2[c:10]([CH3:9])[cH:16][cH:15][c:14]([N+:17](=[O:18])[O-:19])[cH:13]2)[n:3][cH:4][n:5][c:6]([Cl:8])[cH:7]1. The reactants are Cl.N[C@@H](CCCCN)C(=O)O (L-lysine hydrochloride), Cl.C(C)(OCC)=N (ethyl acetimidate hydrochloride). The product is Cl.N=C(C)NCCCC[C@H](N)C(=O)O ((S)-N6 -(1-Iminoethyl) lysine hydrochloride). RXN SMILES: [ClH:1].[NH2:2][C@H:3]([C:9]([OH:11])=[O:10])[CH2:4][CH2:5][CH2:6][CH2:7][NH2:8].Cl.[C:13](=[NH:18])(OCC)[CH3:14]>>[ClH:1].[NH:18]=[C:13]([NH:8][CH2:7][CH2:6][CH2:5][CH2:4][C@@H:3]([C:9]([OH:11])=[O:10])[NH2:2])[CH3:14] |f:0.1,2.3,4.5|. Procedure: Essentially by the methods of Example 1 L-lysine hydrochloride (7.3 g, 4 mmol) was converted to the copper complex which was reacted with ethyl acetimidate hydrochloride (7.5 g, 60 mmol). The title compound, isolated as described in Example 1, was obtained as a hygroscopic amorphous powder. Reactants: C(Cl)(Cl)Cl (CHCl3), [NH4+].[Cl-] (NH4Cl), CC1(C(N(CC1)C(=O)OCC1=CC=CC=C1)=O)C (phenylmethyl 3,3-dimethyl-2-oxo-1-pyrrolidinecarboxylate), [BH4-].[Na+] (sodium borohydride). The solvent is CCOC(=O)C (EtOAc), CO (methanol). Reaction conditions: temperature -10 celsius. Product: OC1N(CCC1(C)C)C(=O)OCC1=CC=CC=C1 (phenylmethyl 2-hydroxy-3,3-dimethyl-1-pyrrolidinecarboxylate). The yield is 95.8%. Reaction SMILES: [CH3:1][C:2]1([CH3:18])[CH2:6][CH2:5][N:4]([C:7]([O:9][CH2:10][C:11]2[CH:16]=[CH:15][CH:14]=[CH:13][CH:12]=2)=[O:8])[C:3]1=[O:17].[BH4-].[Na+].C(Cl)(Cl)Cl.[NH4+].[Cl-]>CO.CCOC(C)=O>[OH:17][CH:3]1[C:2]([CH3:18])([CH3:1])[CH2:6][CH2:5][N:4]1[C:7]([O:9][CH2:10][C:11]1[CH:12]=[CH:13][CH:14]=[CH:15][CH:16]=1)=[O:8] |f:1.2,4.5|. Procedure details: In a 500 ml flask was dissolved phenylmethyl 3,3-dimethyl-2-oxo-1-pyrrolidinecarboxylate (0.0494 mol, 12.2 g) in 100 ml methanol. The mixture was cooled to −10° C. and sodium borohydride (0.247 mol, 9.35 g) was added slowly in portions with stirring, maintaining an internal temperature below −5° C. After the addition TLC (90:10 CHCl3:EtOAc) confirmed reaction was complete. The mixture was poured onto 500 ml saturated aqueous NH4Cl with crushed ice and stirred 16 hours, after which time the aqueo...